This data is from the Open Reaction Database (ORD), a public repository of structured organic reaction records. The task is: describe an organic reaction: reactants, conditions, products, and yield Starting materials: [BH4-].[Na+] (sodium borohydride), C(C1=CC=CC=C1)(=O)O[C@H]1[C@@H]([C@H]2CC(O[C@H]2C1)=O)\C=C\C(CC#CCC)=O ((1S,5R,6R,7R)-7-benzoyloxy-6-[(1E)-3-oxo-1-octen-5-ynyl]-2-oxabicyclo[3.3.0]octan-3-one). Solvent: CO (methanol). Conditions: temperature -40 celsius, time 3 hour. Product: C(C1=CC=CC=C1)(=O)O[C@H]1[C@@H]([C@H]2CC(O[C@H]2C1)=O)\C=C\[C@H](CC#CCC)O ((1S,5R,6R,7R)-7-benzoyloxy-6-[(1E)-(3S)-3-hydroxy-1-octen-5-ynyl]-2-oxabicyclo[3.3.0]octan-3-one). The yield is 46.1%. As a reaction SMILES: [BH4-].[Na+].[C:3]([O:11][C@@H:12]1[CH2:19][C@H:18]2[C@H:14]([CH2:15][C:16](=[O:20])[O:17]2)[C@H:13]1/[CH:21]=[CH:22]/[C:23](=[O:29])[CH2:24][C:25]#[C:26][CH2:27][CH3:28])(=[O:10])[C:4]1[CH:9]=[CH:8][CH:7]=[CH:6][CH:5]=1>CO>[C:3]([O:11][C@@H:12]1[CH2:19][C@H:18]2[C@H:14]([CH2:15][C:16](=[O:20])[O:17]2)[C@H:13]1/[CH:21]=[CH:22]/[C@@H:23]([OH:29])[CH2:24][C:25]#[C:26][CH2:27][CH3:28])(=[O:10])[C:4]1[CH:9]=[CH:8][CH:7]=[CH:6][CH:5]=1 |f:0.1|. Procedure details: 5.81 g of sodium borohydride are introduced into a solution of 9.5 g of the ketone prepared in Example (23c) in 307 ml of absolute methanol cooled to -40° C. and the mixture is stirred at that temperature for 3 hours. Excess sodium borohydride is then removed by adding 9.62 ml of glacial acetic acid and the mixture is concentrated to dryness at 30° C. in vacuo. Water is added to the residue and the solution is extracted several times with methylene chloride. The combined organic phases are washe... Reactants: NC=1C=C(C=CC1OC)C=1OC2=C(N1)C=C(C=C2)Cl (2-(3-amino-4-methoxyphenyl)-5-chlorobenzoxazole), C1=CC2=C(C=C1C(=O)O)C(=O)OC2=O (1,2,4-benzenetricarboxylic anhydride). Yields the product COC1=C(C=C(C=C1)C=1OC2=C(N1)C=C(C=C2)Cl)N2C(C1=CC=C(C=C1C2=O)C(=O)O)=O (2-[2-Methoxy-5-(5-chlorobenzoxazolyl)phenyl]-2,3-dihydro-1,3-dioxo-1H-isoindole-5-carboxylic acid). As a reaction SMILES: [NH2:1][C:2]1[CH:3]=[C:4]([C:10]2[O:11][C:12]3[CH:18]=[CH:17][C:16]([Cl:19])=[CH:15][C:13]=3[N:14]=2)[CH:5]=[CH:6][C:7]=1[O:8][CH3:9].[CH:20]1[C:25]([C:26]([OH:28])=[O:27])=[CH:24][C:23]2[C:29]([O:31][C:32](=O)[C:22]=2[CH:21]=1)=[O:30]>>[CH3:9][O:8][C:7]1[CH:6]=[CH:5][C:4]([C:10]2[O:11][C:12]3[CH:18]=[CH:17][C:16]([Cl:19])=[CH:15][C:13]=3[N:14]=2)=[CH:3][C:2]=1[N:1]1[C:29](=[O:30])[C:23]2[C:22](=[CH:21][CH:20]=[C:25]([C:26]([OH:28])=[O:27])[CH:24]=2)[C:32]1=[O:31]. Procedure details: Prepared by the method of Example 1b), from 2-(3-amino-4-methoxyphenyl)-5-chlorobenzoxazole (63 mg, 0.23 mmol) and 1,2,4-benzenetricarboxylic anhydride (50 mg, 0.26 mmol) the title compound was obtained, 62 mg (60%). 1H NMR (DMSO) δ 8.45(dd, 1H), 8.33(m, 3H), 8.12(d, 1H), 7.89(d, 1H), 7.80(d, 1H), 7.47(m, 2H), 3.89(s, 3H). MS 447 m/z (M−H)−. Starting materials: amide, solution, CNC (N,N-dimethylamine), OC=1C(=C2CCC(OC2=C(C1C)C)(C(=O)O)C)C (6-hydroxy-2,5,7,8-tetramethylchroman-2-carboxylic acid), C1=CN(C=N1)C(=O)N2C=CN=C2 (CDI), C1CCOC1 (THF). The product is OC=1C(=C2CCC(OC2=C(C1C)C)(C(=O)N(C)C)C)C (6-hydroxy-N,N,2,5,7,8-hexamethylchroman-2-carboxamide). Isolated yield 73.9%. Reaction SMILES: [OH:1][C:2]1[C:3]([CH3:18])=[C:4]2[C:9](=[C:10]([CH3:13])[C:11]=1[CH3:12])[O:8][C:7]([CH3:17])([C:14](O)=[O:15])[CH2:6][CH2:5]2.C1N=[CH:22][N:21](C(N2C=NC=C2)=O)[CH:20]=1.CNC.C1COCC1>>[OH:1][C:2]1[C:3]([CH3:18])=[C:4]2[C:9](=[C:10]([CH3:13])[C:11]=1[CH3:12])[O:8][C:7]([CH3:17])([C:14]([N:21]([CH3:22])[CH3:20])=[O:15])[CH2:6][CH2:5]2. Procedure details: Following the amide coupling procedure described in protocol A, 504 mg 6-hydroxy-2,5,7,8-tetramethylchroman-2-carboxylic acid (2.01 mmol), 361 mg CDI (2.23 mmol) and 1.1 mL of a 2.0 M solution of N,N-dimethylamine in THF (2.2 mmol) produced 412 mg of 6-hydroxy-N,N,2,5,7,8-hexamethylchroman-2-carboxamide as amorphous powder. Starting materials: 758, 760, 689, eluent, 764, BrC1=C(C(=CC(=C1)C1=C2C=CC=CC2=C(C=2SC(=C(C21)C)CN(CC)CC)Br)Br)O (2,6-dibromo-4-(9-bromo-2-diethylaminomethyl-3-methyl-naphtho[2,3-b]thiophen-4-yl)-phenol), O[C@H](C(=O)OC)CC1=CC=CC=C1 ((S)-2-Hydroxy-3-phenylpropionic acid, methyl ester), BrBr (bromine), 762. Run in C(C)#N (acetonitrile). Product: BrC1=C(O[C@@H](C(=O)O)CC2=CC=CC=C2)C(=CC(=C1)C1=C2C=CC=CC2=C(C=2SC(=C(C21)C)CN(CC)CC)Br)Br ((R)-2-[2,6-Dibromo-4-(9-bromo-2-diethylaminomethyl-3-methyl-naphtho[2,3-b]thiophen-4-yl)-phenoxy]-3-phenyl-propionic acid). Reaction SMILES: [Br:1][C:2]1[CH:7]=[C:6]([C:8]2[C:20]3[C:19]([CH3:21])=[C:18]([CH2:22][N:23]([CH2:26][CH3:27])[CH2:24][CH3:25])[S:17][C:16]=3[C:15]([Br:28])=[C:14]3[C:9]=2[CH:10]=[CH:11][CH:12]=[CH:13]3)[CH:5]=[C:4]([Br:29])[C:3]=1[OH:30].O[C@@H:32]([CH2:37][C:38]1[CH:43]=[CH:42][CH:41]=[CH:40][CH:39]=1)[C:33]([O:35]C)=[O:34].BrBr>C(#N)C>[Br:29][C:4]1[CH:5]=[C:6]([C:8]2[C:20]3[C:19]([CH3:21])=[C:18]([CH2:22][N:23]([CH2:24][CH3:25])[CH2:26][CH3:27])[S:17][C:16]=3[C:15]([Br:28])=[C:14]3[C:9]=2[CH:10]=[CH:11][CH:12]=[CH:13]3)[CH:7]=[C:2]([Br:1])[C:3]=1[O:30][C@H:32]([CH2:37][C:38]1[CH:43]=[CH:42][CH:41]=[CH:40][CH:39]=1)[C:33]([OH:35])=[O:34]. Procedure details: Prepared from 2,6-dibromo-4-(9-bromo-2-diethylaminomethyl-3-methyl-naphtho[2,3-b]thiophen-4-yl)-phenol (Example 18) and (S)-2-hydroxy-3-phenylpropionic acid, methyl ester (Example 25) according to the procedure of Example 30. White solid: NMR (DMSO-d6); δ13.3 (broad band, 1H), 8.20 (d, J=8 Hz, 1H), 7.70(s, 2H), 7.66 (ddd, J=8, 7, 1 Hz, 1H), 7.51(ddd, J=8, 7, 1 Hz, 1H), 7.40-7.25(m, 6H), 5.21(t, J=7 Hz, 1H), 3.75(s, 2H), 3.32(dd, J=4, 3 Hz, 2H), 2.55 (q, J=7 Hz, 4H), 1.63(s, 3H), 1.02 (t, J=7 Hz,...